From a dataset of the Open Reaction Database (ORD), a public repository of structured organic reaction records. describe an organic reaction: reactants, conditions, products, and yield The reactants are Cl.ClCC=1C(=NC(=NC1)NC1=CC=C(C=C1)OC(F)F)OC (5-(chloromethyl)-N-(4-(difluoromethoxy)phenyl)-4-methoxypyrimidin-2-amine hydrochloride), OC=1C=C2C=CC(NC2=CC1)=O (6-hydroxyquinolin-2(1H)-one), C(=O)([O-])[O-].[Cs+].[Cs+] (Cs2CO3). Run in CN(C)C=O (DMF), CN(C)C=O (DMF), O (water). Run at time 18 hour. The product is FC(OC1=CC=C(C=C1)NC1=NC=C(C(=N1)OC)COC=1C=C2C=CC(NC2=CC1)=O)F (6-((2-((4-(difluoromethoxy)phenyl)amino)-4-methoxypyrimidin-5-yl)methoxy)quinolin-2(1H)-one). Isolated yield 46.8%. RXN SMILES: Cl.Cl[CH2:3][C:4]1[C:5]([O:21][CH3:22])=[N:6][C:7]([NH:10][C:11]2[CH:16]=[CH:15][C:14]([O:17][CH:18]([F:20])[F:19])=[CH:13][CH:12]=2)=[N:8][CH:9]=1.[OH:23][C:24]1[CH:25]=[C:26]2[C:31](=[CH:32][CH:33]=1)[NH:30][C:29](=[O:34])[CH:28]=[CH:27]2.C([O-])([O-])=O.[Cs+].[Cs+]>CN(C=O)C.O>[F:19][CH:18]([F:20])[O:17][C:14]1[CH:15]=[CH:16][C:11]([NH:10][C:7]2[N:6]=[C:5]([O:21][CH3:22])[C:4]([CH2:3][O:23][C:24]3[CH:25]=[C:26]4[C:31](=[CH:32][CH:33]=3)[NH:30][C:29](=[O:34])[CH:28]=[CH:27]4)=[CH:9][N:8]=2)=[CH:12][CH:13]=1 |f:0.1,3.4.5|. Procedure: A solution of 5-(chloromethyl)-N-(4-(difluoromethoxy)phenyl)-4-methoxypyrimidin-2-amine hydrochloride (0.14 g, 0.398 mmol) in DMF (1.5 mL) was added to a mixture of 6-hydroxyquinolin-2(1H)-one (0.08 g, 0.496 mmol) and Cs2CO3 (0.518 g, 1.590 mmol) in DMF (6.5 mL). The reaction mixture was stirred at room temperature for 18 h, then diluted with water and filtered. The filter cake was stirred in methanol/DCM (1:1) for 18 h, filtered, and dried to give 6-((2-((4-(difluoromethoxy)phenyl)amino)-4-meth... The reactants are CC(C)(C)Oc1ccc(CC(NC(=O)OCC2c3ccccc3-c3ccccc32)C(=O)O)cc1, CCOC(OCC)C(C)NCc1cccc2nsnc12. Reaction SMILES: [cH:21]1[cH:22][cH:23][cH:24][c:25]2[c:33]1[CH:32]([CH2:34][O:35][C:36](=[O:37])[NH:38][CH:39]([C:40](=[O:41])[OH:42])[CH2:43][c:44]1[cH:45][cH:46][c:47]([O:50][C:51]([CH3:52])([CH3:53])[CH3:54])[cH:48][cH:49]1)[c:31]1[c:26]-2[cH:27][cH:28][cH:29][cH:30]1.[n:1]1[s:2][n:3][c:4]2[c:5]1[cH:6][cH:7][cH:8][c:9]2[CH2:10][NH:11][CH:12]([CH:13]([O:14][CH2:15][CH3:16])[O:17][CH2:18][CH3:19])[CH3:20]>>[n:1]1[s:2][n:3][c:4]2[c:5]1[cH:6][cH:7][cH:8][c:9]2[CH2:10][N:11]([CH:12]([CH:13]([O:14][CH2:15][CH3:16])[O:17][CH2:18][CH3:19])[CH3:20])[C:40]([CH:39]([NH:38][C:36]([O:35][CH2:34][CH:32]1[c:31]2[c:26]([cH:27][cH:28][cH:29][cH:30]2)-[c:25]2[cH:24][cH:23][cH:22][cH:21][c:33]21)=[O:37])[CH2:43][c:44]1[cH:45][cH:46][c:47]([O:50][C:51]([CH3:52])([CH3:53])[CH3:54])[cH:48][cH:49]1)=[O:41]. Product: CCOC(OCC)C(C)N(Cc1cccc2nsnc12)C(=O)C(Cc1ccc(OC(C)(C)C)cc1)NC(=O)OCC1c2ccccc2-c2ccccc21. Starting materials: C(CCC)[Li] (n-butyllithium), [Si](C)(C)(C(C)(C)C)OC1=CC=C(C=O)C=C1 (4-(t-butyldimethylsilyloxy)benzaldehyde), O (water). The reagents and catalysts are [Br-].C[P+](C1=CC=CC=C1)(C1=CC=CC=C1)C1=CC=CC=C1 (methyltriphenylphosphonium bromide). The solvent is C1CCOC1 (THF). Run at time 1 hour. Yields the product [Si](C)(C)(C(C)(C)C)OC1=CC=C(C=C)C=C1 (4-(t-butyldimethylsilyloxy)styrene). RXN SMILES: [CH2:1]([Li])CCC.[Si:6]([O:13][C:14]1[CH:21]=[CH:20][C:17]([CH:18]=O)=[CH:16][CH:15]=1)([C:9]([CH3:12])([CH3:11])[CH3:10])([CH3:8])[CH3:7].O>[Br-].C[P+](C1C=CC=CC=1)(C1C=CC=CC=1)C1C=CC=CC=1.C1COCC1>[Si:6]([O:13][C:14]1[CH:21]=[CH:20][C:17]([CH:18]=[CH2:1])=[CH:16][CH:15]=1)([C:9]([CH3:12])([CH3:11])[CH3:10])([CH3:8])[CH3:7] |f:3.4|. Procedure details: p-OSi-St chain transfer agent was synthesized in two steps. In a 500 ml flask equipped with a magnetic stirring bar, 70.4 g of imidazole was mixed with 52.4 g (0.42 mol) of 4-hydroxybenzaldehyde and 77.4 g of t-butyldimethylsilyl chloride in THF solution. The mixture was stirred at ambient temperature for 4 hours before being poured into cold water. The organic layer was separated and extracted with ether, then dried with magnesium sulfate. After evaporating the solvent, 94 g of 4-(t-butyldimeth... The reactants are ClCCCC(=O)Cl (4-chlorobutyrylchloride), ClC1=CC=CC=C1 (chlorobenzene), [Cl-].[Al+3].[Cl-].[Cl-] (aluminium chloride), ClC1=CC=CC=C1 (chlorobenzene). Reaction conditions: temperature 12.5 celsius, time 1 hour. Product: C1(CC1)C(=O)C1=CC=C(C=C1)Cl (p-Chlorophenyl cyclopropyl ketone). As a reaction SMILES: [Cl-].[Al+3].[Cl-].[Cl-].Cl[CH2:6][CH2:7][CH2:8][C:9](Cl)=[O:10].[Cl:12][C:13]1[CH:18]=[CH:17][CH:16]=[CH:15][CH:14]=1>>[CH:8]1([C:9]([C:16]2[CH:17]=[CH:18][C:13]([Cl:12])=[CH:14][CH:15]=2)=[O:10])[CH2:6][CH2:7]1 |f:0.1.2.3|. Procedure: A mixture of anhydrous aluminium chloride (20 g) and chlorobenzene (100 ml) was cooled to 10-15° C and treated dropwise with a solution of 4-chlorobutyrylchloride (20 g) in chlorobenzene (20 ml) over a period of 10 minutes with continuous stirring. The solution was warmed to 20-25° C and stirring was continued for a further 1 hour. It was poured onto ice and extracted with ether and the dried ethereal extract evaporated. The resulting liquid was treated with a solution of potassium hydroxide (12... The reactants are FC1=CC=C(C(=O)Cl)C=C1 (4-fluorobenzoyl chloride), O1C(OCC1)CC[C@@H]1CC[C@H](CC1)[C@@H]1CC[C@H](CC1)O (trans-4-[trans-4-(2-(1,3-dioxolan-2-yl)ethyl)cyclohexyl]-cyclohexanol), ice water. Solvent: N1=CC=CC=C1 (pyridine). Reaction conditions: time 12 hour. Product: O1C(OCC1)CC[C@@H]1CC[C@H](CC1)[C@@H]1CC[C@H](CC1)OC(C1=CC=C(C=C1)F)=O (4-fluorobenzoic acid trans-4-[trans-4-[2-(1,3-dioxolan-2-yl)ethyl]cyclohexyl]-cyclohexyl ester). As a reaction SMILES: [F:1][C:2]1[CH:10]=[CH:9][C:5]([C:6](Cl)=[O:7])=[CH:4][CH:3]=1.[O:11]1[CH2:15][CH2:14][O:13][CH:12]1[CH2:16][CH2:17][C@H:18]1[CH2:23][CH2:22][C@H:21]([C@H:24]2[CH2:29][CH2:28][C@H:27]([OH:30])[CH2:26][CH2:25]2)[CH2:20][CH2:19]1>N1C=CC=CC=1>[O:11]1[CH2:15][CH2:14][O:13][CH:12]1[CH2:16][CH2:17][C@H:18]1[CH2:19][CH2:20][C@H:21]([C@H:24]2[CH2:29][CH2:28][C@H:27]([O:30][C:6](=[O:7])[C:5]3[CH:9]=[CH:10][C:2]([F:1])=[CH:3][CH:4]=3)[CH2:26][CH2:25]2)[CH2:22][CH2:23]1. Procedure: A solution of 1.7 g of 4-fluorobenzoyl chloride in 5 ml of pyridine is treated with 2.8 g of trans-4-[trans-4-(2-(1,3-dioxolan-2-yl)ethyl)cyclohexyl]-cyclohexanol (prepared according to Example 3) and stirred at room temperature for 12 hours. Thereafter, the reaction mixture is poured on to ice-water and extracted three times with diethyl ether. The organic phases are washed in succession with saturated sodium hydrogen carbonate solution, with 10 percent hydrochloric acid, with saturated sodium ... The reactants are O=C([O-])[O-], CN1CCNCC1, CC#N, ClCc1ccc(Cl)nc1, [K+], [K+]. Product: CN1CCN(Cc2ccc(Cl)nc2)CC1. As a reaction SMILES: [C:17](=[O:18])([O-:19])[O-:20].[CH3:10][N:11]1[CH2:12][CH2:13][NH:14][CH2:15][CH2:16]1.[CH3:23][C:24]#[N:25].[Cl:1][c:2]1[n:3][cH:4][c:5]([CH2:8][Cl:9])[cH:6][cH:7]1.[K+:21].[K+:22]>>[Cl:1][c:2]1[n:3][cH:4][c:5]([CH2:8][N:14]2[CH2:13][CH2:12][N:11]([CH3:10])[CH2:16][CH2:15]2)[cH:6][cH:7]1. The reactants are C1(=CC=CC=C1)P(C1=CC=CC=C1)C1=CC=CC=C1 (triphenylphosphine), ClC=1C=C(C=CC1CCCO)NC(\C=C\C1=C(C=C(C=C1)C(F)(F)F)Cl)=O ((E)-N-[3-chloro-4-(3-hydroxy-propyl)-phenyl]-3-(2-chloro-4-trifluoromethyl-phenyl)-acrylamide), BrC(Br)(Br)Br (tetrabromomethane). The solvent is ClCCl (dichloromethane). Reaction conditions: time 48 hour. The product is BrCCCC1=C(C=C(C=C1)NC(\C=C\C1=C(C=C(C=C1)C(F)(F)F)Cl)=O)Cl ((E)-N-[4-(3-bromo-propyl)-3-chloro-phenyl]-3-(2-chloro-4-trifluoromethyl-phenyl)-acrylamide). As a reaction SMILES: C1(P(C2C=CC=CC=2)C2C=CC=CC=2)C=CC=CC=1.[Cl:20][C:21]1[CH:22]=[C:23]([NH:31][C:32](=[O:46])/[CH:33]=[CH:34]/[C:35]2[CH:40]=[CH:39][C:38]([C:41]([F:44])([F:43])[F:42])=[CH:37][C:36]=2[Cl:45])[CH:24]=[CH:25][C:26]=1[CH2:27][CH2:28][CH2:29]O.[Br:47]C(Br)(Br)Br>ClCCl>[Br:47][CH2:29][CH2:28][CH2:27][C:26]1[CH:25]=[CH:24][C:23]([NH:31][C:32](=[O:46])/[CH:33]=[CH:34]/[C:35]2[CH:40]=[CH:39][C:38]([C:41]([F:44])([F:43])[F:42])=[CH:37][C:36]=2[Cl:45])=[CH:22][C:21]=1[Cl:20]. Procedure details: 0.577 g (2.200 mmol) triphenylphosphine was added batchwise to a suspension of 0.836 g (2.000 mmol) (E)-N-[3-chloro-4-(3-hydroxy-propyl)-phenyl]-3-(2-chloro-4-trifluoromethyl-phenyl)-acrylamide and 0.730 g (2.200 mmol) tetrabromomethane in 10 mL dichloromethane and the mixture was stirred for 48 h at RT. The reaction mixture was purified by column chromatography (silica gel, dichloromethane) and the residue was triturated with petroleum ether.